describe an organic reaction: reactants, conditions, products, and yield From a dataset of the Open Reaction Database (ORD), a public repository of structured organic reaction records. Reactants: NC1=C(C=C(OC2=CC=NC3=CC(=C(C=C23)C#N)OCC2CCN(CC2)C(=O)OC(C)(C)C)C=C1)F (tert-Butyl 4-(((4-(4-amino-3-fluorophenoxy)-6-cyano-7-quinolyl)oxy)methyl)-1-piperidinecarboxylate), N1=CC=CC=C1 (pyridine), ClC(=O)OC1=CC=CC=C1 (phenyl chloroformate). Run in O1CCCC1 (tetrahydrofuran). Conditions: time 15 minute. Yields the product C(#N)C=1C=C2C(=CC=NC2=CC1OCC1CCN(CC1)C(=O)OC(C)(C)C)OC1=CC(=C(C=C1)NC(=O)OC1=CC=CC=C1)F (tert-Butyl 4-(((6-cyano-4-(3-fluoro-4-((phenoxycarbonyl)amino)phenoxy)-7-quinolyl)oxy)methyl)-1-piperidinecarboxylate). As a reaction SMILES: [NH2:1][C:2]1[CH:35]=[CH:34][C:5]([O:6][C:7]2[C:16]3[C:11](=[CH:12][C:13]([O:19][CH2:20][CH:21]4[CH2:26][CH2:25][N:24]([C:27]([O:29][C:30]([CH3:33])([CH3:32])[CH3:31])=[O:28])[CH2:23][CH2:22]4)=[C:14]([C:17]#[N:18])[CH:15]=3)[N:10]=[CH:9][CH:8]=2)=[CH:4][C:3]=1[F:36].N1C=CC=CC=1.Cl[C:44]([O:46][C:47]1[CH:52]=[CH:51][CH:50]=[CH:49][CH:48]=1)=[O:45]>O1CCCC1>[C:17]([C:14]1[CH:15]=[C:16]2[C:11](=[CH:12][C:13]=1[O:19][CH2:20][CH:21]1[CH2:22][CH2:23][N:24]([C:27]([O:29][C:30]([CH3:32])([CH3:31])[CH3:33])=[O:28])[CH2:25][CH2:26]1)[N:10]=[CH:9][CH:8]=[C:7]2[O:6][C:5]1[CH:34]=[CH:35][C:2]([NH:1][C:44]([O:46][C:47]2[CH:52]=[CH:51][CH:50]=[CH:49][CH:48]=2)=[O:45])=[C:3]([F:36])[CH:4]=1)#[N:18]. Procedure: tert-Butyl 4-(((4-(4-amino-3-fluorophenoxy)-6-cyano-7-quinolyl)oxy)methyl)-1-piperidinecarboxylate (523 mg), pyridine (0.17 ml) and tetrahydrofuran (10 ml) were stirred while cooling on ice, and then phenyl chloroformate was added dropwise. Immediately after completion of the dropwise addition, the cooling bath was removed and the mixture was returned to room temperature. After 15 minutes of stirring, water and ethyl acetate were added for extraction. Silica gel was added to the extract and the ...